From a dataset of the Open Reaction Database (ORD), a public repository of structured organic reaction records. describe an organic reaction: reactants, conditions, products, and yield Reactants: C(CCC\C=C/C\C=C/C\C=C/C\C=C/CCCCC)O ((5Z,8Z,11Z,14Z)-Icosa-5,8,11,14-tetraen-1-ol), C1(=CC=C(C=C1)S(=O)(=O)Cl)C (p-toluenesulfonyl chloride). Run in N1=CC=CC=C1 (pyridine). Run at time 4 hour. Product: C(CCC\C=C/C\C=C/C\C=C/C\C=C/CCCCC)OS(=O)(=O)C1=CC=C(C=C1)C ((5Z,8Z,11Z,14Z)-Icosa-5,8,11,14-tetraenyl-4-methylbenzenesulfonate). Reaction SMILES: [CH2:1]([OH:21])[CH2:2][CH2:3][CH2:4]/[CH:5]=[CH:6]\[CH2:7]/[CH:8]=[CH:9]\[CH2:10]/[CH:11]=[CH:12]\[CH2:13]/[CH:14]=[CH:15]\[CH2:16][CH2:17][CH2:18][CH2:19][CH3:20].[C:22]1([CH3:32])[CH:27]=[CH:26][C:25]([S:28](Cl)(=[O:30])=[O:29])=[CH:24][CH:23]=1>N1C=CC=CC=1>[CH2:1]([O:21][S:28]([C:25]1[CH:26]=[CH:27][C:22]([CH3:32])=[CH:23][CH:24]=1)(=[O:30])=[O:29])[CH2:2][CH2:3][CH2:4]/[CH:5]=[CH:6]\[CH2:7]/[CH:8]=[CH:9]\[CH2:10]/[CH:11]=[CH:12]\[CH2:13]/[CH:14]=[CH:15]\[CH2:16][CH2:17][CH2:18][CH2:19][CH3:20]. Reported procedure: (5Z,8Z,11Z,14Z)-Icosa-5,8,11,14-tetraen-1-ol (0.58 g, 1.997 mmol) was dissolved in pyridine (8 mL) and to this solution p-toluenesulfonyl chloride (0.762 g, 3.99 mmol) was added at 0° C. (ice-bath) and the reaction mixture was stirred under nitrogen for 4 h as the temperature was slowly allowed to rise to room temperature. The solvent was then removed under reduced pressure and the crude was purified on silica gel column chromatography using 5%-10% ethyl/hexane giving the title product as a clea... As a reaction SMILES: [OH:1][C:2]1[C:16]([CH2:17][CH2:18][CH3:19])=[CH:15][C:5]([C:6]([C:8]2[CH:13]=[CH:12][CH:11]=[CH:10][C:9]=2[F:14])=O)=[CH:4][CH:3]=1.Cl.[NH2:21][OH:22]>N1C=CC=CC=1>[OH:1][C:2]1[C:16]([CH2:17][CH2:18][CH3:19])=[CH:15][C:5]([C:6](=[N:21][OH:22])[C:8]2[CH:13]=[CH:12][CH:11]=[CH:10][C:9]=2[F:14])=[CH:4][CH:3]=1 |f:1.2|. Procedure details: A solution of 4-hydroxy-5-propyl-2′-fluorobenzophenone (Step A; 1.35 g, 5.23 mmol) in 15 mL of pyridine was treated with hydroxylamine hydrochloride (1.82 g, 26.15 mmol). The mixture was refluxed for 24 hours, cooled and the pyridine removed in vacuo. The residue was taken up in ethyl acetate and washed with 1N hydrochloric acid, water, brine, dried over MgSO4, filtered and concentrated in vacuo. The crude residue was purified via flash chromatography on silica gel (20% ethyl acetate/hexane elue... Solvent: N1=CC=CC=C1 (pyridine). Starting materials: OC1=CC=C(C(=O)C2=C(C=CC=C2)F)C=C1CCC (4-hydroxy-5-propyl-2′-fluorobenzophenone), Cl.NO (hydroxylamine hydrochloride). Product: OC1=CC=C(C(C2=C(C=CC=C2)F)=NO)C=C1CCC (4-hydroxy-5-propyl-2′-fluorobenzophenone Oxime). Starting materials: Cc1ccc(C=O)cc1, CC(C)c1ccc(-c2ccccc2Cc2cc(O)nc(-c3ccccc3)n2)cc1. Yields the product Cc1ccc(-c2ccccc2Cc2cc(O)nc(-c3ccccc3)n2)cc1. As a reaction SMILES: [CH3:30][c:31]1[cH:32][cH:33][c:34]([CH:35]=[O:36])[cH:37][cH:38]1.[CH:1]([CH3:2])([CH3:3])[c:4]1[cH:5][cH:6][c:7](-[c:10]2[c:11]([CH2:16][c:17]3[cH:18][c:19]([OH:29])[n:20][c:21](-[c:23]4[cH:24][cH:25][cH:26][cH:27][cH:28]4)[n:22]3)[cH:12][cH:13][cH:14][cH:15]2)[cH:8][cH:9]1>>[CH3:1][c:4]1[cH:5][cH:6][c:7](-[c:10]2[c:11]([CH2:16][c:17]3[cH:18][c:19]([OH:29])[n:20][c:21](-[c:23]4[cH:24][cH:25][cH:26][cH:27][cH:28]4)[n:22]3)[cH:12][cH:13][cH:14][cH:15]2)[cH:8][cH:9]1. Procedure details: The title compound was prepared from 2-methoxybenzaldehyde, 3-aminopyrazole and methyl 4-methoxyacetoacetate in the same manner as in Example 1. As a reaction SMILES: [CH3:1][O:2][C:3]1[CH:10]=[CH:9][CH:8]=[CH:7][C:4]=1[CH:5]=O.[NH2:11][C:12]1[CH:16]=[CH:15][NH:14][N:13]=1.[CH3:17][O:18][CH2:19][C:20](=O)[CH2:21][C:22]([O:24][CH3:25])=[O:23]>>[CH3:17][O:18][CH2:19][C:20]1[NH:11][C:12]2=[N:13][NH:14][CH:15]=[C:16]2[CH:5]([C:4]2[CH:7]=[CH:8][CH:9]=[CH:10][C:3]=2[O:2][CH3:1])[C:21]=1[C:22]([O:24][CH3:25])=[O:23]. Reactants: COC1=C(C=O)C=CC=C1 (2-methoxybenzaldehyde), NC1=NNC=C1 (3-aminopyrazole), COCC(CC(=O)OC)=O (methyl 4-methoxyacetoacetate). Product: COCC1=C(C(C=2C(N1)=NNC2)C2=C(C=CC=C2)OC)C(=O)OC (Methyl 4,7-dihydro-6-methoxymethyl-4-(2-methoxyphenyl)-2H-pyrazolo[3,4-b]pyridine-5-carboxylate). Run in C1CCOC1 (THF). The reactants are C1(CC1)COC=1C=C2C=C(C(=NC2=CC1)NCCNC(C)=O)C=O (N-(2-(6-(cyclopropylmethoxy)-3-formylquinolin-2-ylamino)ethyl)acetamide), C1(CC1)COC=1C=C2C=C(C(=NC2=CC1)NCCNC(C)=O)C=O (N-(2-(6-(Cyclopropylmethoxy)-3-formylquinolin-2-ylamino)ethyl)acetamide), [BH4-].[Na+] (NaBH4). RXN SMILES: [CH:1]1([CH2:4][O:5][C:6]2[CH:7]=[C:8]3[C:13](=[CH:14][CH:15]=2)[N:12]=[C:11]([NH:16][CH2:17][CH2:18][NH:19][C:20](=[O:22])[CH3:21])[C:10]([CH:23]=[O:24])=[CH:9]3)[CH2:3][CH2:2]1.[BH4-].[Na+]>C1COCC1>[CH:1]1([CH2:4][O:5][C:6]2[CH:7]=[C:8]3[C:13](=[CH:14][CH:15]=2)[N:12]=[C:11]([NH:16][CH2:17][CH2:18][NH:19][C:20](=[O:22])[CH3:21])[C:10]([CH2:23][OH:24])=[CH:9]3)[CH2:2][CH2:3]1 |f:1.2|. Product: C1(CC1)COC=1C=C2C=C(C(=NC2=CC1)NCCNC(C)=O)CO (N-(2-(6-(Cyclopropylmethoxy)-3-(hydroxymethyl)quinolin-2-ylamino)ethyl)acetamide). Procedure details: To a stirred solution of N-(2-(6-(cyclopropylmethoxy)-3-formylquinolin-2-ylamino)ethyl)acetamide SLA 47092 (0.35 g, 1.1 mmol) in THF (10 mL) in a 50 mL round-bottomed flask equipped with a magnetic stirrer was added NaBH4 (0.04 g, 1.1 mmol) and the mixture was stirred overnight at RT then cooled in an ice bath before quenching by addition of a 1 N aq. HCl solution. After stirring for 15 min at RT, the mixture was basified to pH=9 with a 2 N aq. NaOH solution. THF was removed at 40° C. under vacu... Conditions: time 8 hour. Starting materials: CC(C)(C)OC(=O)C(c1ccccc1)n1c(=O)n(C(=O)OC(C)(C)C)c2ccc(Cl)cc21, ClCCl, O=C(O)C(F)(F)F. The product is CC(C)(C)OC(=O)C(c1ccccc1)n1c(=O)[nH]c2ccc(Cl)cc21. As a reaction SMILES: [C:1]([CH3:2])([CH3:3])([CH3:4])[O:5][C:6](=[O:7])[CH:8]([n:9]1[c:10](=[O:26])[n:11]([C:19]([O:20][C:21]([CH3:22])([CH3:23])[CH3:24])=[O:25])[c:12]2[c:13]1[cH:14][c:15]([Cl:18])[cH:16][cH:17]2)[c:27]1[cH:28][cH:29][cH:30][cH:31][cH:32]1.[Cl:40][CH2:41][Cl:42].[OH:33][C:34]([C:35]([F:36])([F:37])[F:38])=[O:39]>>[C:1]([CH3:2])([CH3:3])([CH3:4])[O:5][C:6](=[O:7])[CH:8]([n:9]1[c:10](=[O:26])[nH:11][c:12]2[c:13]1[cH:14][c:15]([Cl:18])[cH:16][cH:17]2)[c:27]1[cH:28][cH:29][cH:30][cH:31][cH:32]1.